describe an organic reaction: reactants, conditions, products, and yield From a dataset of the Open Reaction Database (ORD), a public repository of structured organic reaction records. The reactants are Cl.OC1[C@H](N)[C@@H](O)[C@H](O)[C@H](O1)CO (glucosamine hydrochloride), O.NN (hydrazine hydrate). Run in CO (methanol). Run at time 8 hour. Product: N[C@@H](C=NN)[C@@H](O)[C@H](O)[C@H](O)CO (2-amino-2-deoxy-D-glucose hydrazone). As a reaction SMILES: Cl.O[CH:3]1[O:11][C@H:10]([CH2:12][OH:13])[C@@H:8]([OH:9])[C@H:6]([OH:7])[C@H:4]1[NH2:5].O.[NH2:15][NH2:16]>CO>[NH2:5][C@H:4]([C@H:6]([C@@H:8]([C@@H:10]([CH2:12][OH:13])[OH:11])[OH:9])[OH:7])[CH:3]=[N:15][NH2:16] |f:0.1,2.3|. Procedure details: A mixture of 2.0 g of glucosamine hydrochloride, 5 ml of methanol and 5 ml of hydrazine hydrate was stirred overnight and then evaporated to dryness giving 2-amino-2-deoxy-D-glucose hydrazone. Starting materials: C(C=O)(=O)O (glyoxylic acid), C(C1=CC=CC=C1)NC(=O)N (benzylurea), C(C1=CC=CC=C1)NC(=O)N (benzylurea). Conditions: temperature 100 celsius. The product is C(C1=CC=CC=C1)N1C(NC(C1O)=O)=O (1-benzyl-5-hydroxy-imidazoline-2,4-dione). As a reaction SMILES: [C:1]([OH:5])(=O)[CH:2]=[O:3].[CH2:6]([NH:13][C:14]([NH2:16])=[O:15])[C:7]1[CH:12]=[CH:11][CH:10]=[CH:9][CH:8]=1>>[CH2:6]([N:13]1[CH:1]([OH:5])[C:2](=[O:3])[NH:16][C:14]1=[O:15])[C:7]1[CH:12]=[CH:11][CH:10]=[CH:9][CH:8]=1. Reported procedure: 75 parts by weight of a 50% strength aqueous glyoxylic acid (0.5 mol glyoxylic acid) and the catalyst are placed in a heatable, stirred apparatus. The mixture is subsequently heated to an internal temperature of 100° C. while stirring. 75 parts by weight of benzylurea (corresponds to 0.5 mol) are then added at a constant rate over a period of 30 minutes. After addition of the benzylurea is complete, the reaction mixture is stirred at 100° C. for another 30 minutes, a sample is taken and analysed... Starting materials: C(C)(C)(C)OC(NCCBr)=O ((2-bromo-ethyl)-carbamic acid tert-butyl ester), C(C)OC(CC1CC2=CC=C(C=C2CC1)O)=O ((6-hydroxy-1,2,3,4-tetrahydro-napthalen-2-yl)-acetic acid ethyl ester). Yields the product C(C)OC(CC1CC2=CC=C(C=C2CC1)OCCNC(=O)OC(C)(C)C)=O ([6-(2-tertbutoxycarbonylamino-ethoxy)-1,2,3,4-tetrahydro-napthalen-2-yl]-acetic acid ethyl ester). RXN SMILES: [C:1]([O:5][C:6](=[O:11])[NH:7][CH2:8][CH2:9]Br)([CH3:4])([CH3:3])[CH3:2].[CH2:12]([O:14][C:15](=[O:28])[CH2:16][CH:17]1[CH2:26][CH2:25][C:24]2[C:19](=[CH:20][CH:21]=[C:22]([OH:27])[CH:23]=2)[CH2:18]1)[CH3:13]>>[CH2:12]([O:14][C:15](=[O:28])[CH2:16][CH:17]1[CH2:26][CH2:25][C:24]2[C:19](=[CH:20][CH:21]=[C:22]([O:27][CH2:9][CH2:8][NH:7][C:6]([O:5][C:1]([CH3:4])([CH3:3])[CH3:2])=[O:11])[CH:23]=2)[CH2:18]1)[CH3:13]. Procedure: The title compound is prepared according to the procedure of Example 19 except that (2-bromo-ethyl)-carbamic acid tert-butyl ester is used in place of (3-bromo-propyl)-carbamic acid tert-butyl ester and (6-hydroxy-1,2,3,4-tetrahydro-napthalen-2-yl)-acetic acid ethyl ester is used in place of (7-hydroxy-1,2,3,4-tetrahydro-napthalen-2-yl)-acetic acid ethyl ester. Starting materials: ClC=1C=C(N)C=C(C1)Cl (3,5-dichloroaniline), C(C)C(C(=O)[O-])=O (ethylglyoxalate), COC1=CC=C(C=C1)\C=C\C1=CC=CC=C1 (trans-4-methoxystilbene), FC(C(=O)O)(F)F (trifluoroacetic acid). Run in C(C)#N (acetonitrile). The product is C(C)OC(=O)C1NC2=CC(=CC(=C2C(C1C1=CC=CC=C1)C1=CC=C(C=C1)OC)Cl)Cl (5,7-dichloro-4-(4-methoxyphenyl)-3-phenyl-1,2,3,4-tetrahydroquinoline-2-carboxylic Acid Ethyl Ester). As a reaction SMILES: [Cl:1][C:2]1[CH:3]=[C:4]([CH:6]=[C:7]([Cl:9])[CH:8]=1)[NH2:5].C([C:12](=O)[C:13]([O-:15])=[O:14])C.[CH3:17][O:18][C:19]1[CH:24]=[CH:23][C:22](/[CH:25]=[CH:26]/[C:27]2[CH:32]=[CH:31][CH:30]=[CH:29][CH:28]=2)=[CH:21][CH:20]=1.F[C:34](F)(F)[C:35](O)=O>C(#N)C>[CH2:34]([O:15][C:13]([CH:12]1[CH:26]([C:27]2[CH:32]=[CH:31][CH:30]=[CH:29][CH:28]=2)[CH:25]([C:22]2[CH:23]=[CH:24][C:19]([O:18][CH3:17])=[CH:20][CH:21]=2)[C:3]2[C:4](=[CH:6][C:7]([Cl:9])=[CH:8][C:2]=2[Cl:1])[NH:5]1)=[O:14])[CH3:35]. Procedure: Compound 43 was prepared by the basic process from 5.0 mmol 3,5-dichloroaniline, 5.5 mmol ethylglyoxalate solution (50% toluene), 15.0 mmol trans-4-methoxystilbene and 5.0 mmol trifluoroacetic acid in 30.0 ml acetonitrile. Product: CC(=O)OCc1c(-c2cc(Nc3ccc(N4CCC(C)(O)CC4)cn3)c(=O)n(C)n2)cccc1-n1ncc2cc(C(C)(C)C)cc(F)c2c1=O. The reactants are CC(=O)OCc1c(B2OC(C)(C)C(C)(C)O2)cccc1-n1ncc2cc(C(C)(C)C)cc(F)c2c1=O, Cn1nc(Cl)cc(Nc2ccc(N3CCC(C)(O)CC3)cn2)c1=O, [K+], [K+], [K+], C1COCCO1, O, O=P([O-])([O-])[O-]. As a reaction SMILES: [C:25]([CH3:26])(=[O:27])[O:28][CH2:29][c:30]1[c:31](-[n:45]2[c:46](=[O:60])[c:47]3[c:48]([F:59])[cH:49][c:50]([C:55]([CH3:56])([CH3:57])[CH3:58])[cH:51][c:52]3[cH:53][n:54]2)[cH:32][cH:33][cH:34][c:35]1[B:36]1[O:37][C:38]([CH3:39])([CH3:40])[C:41]([CH3:42])([CH3:43])[O:44]1.[Cl:1][c:2]1[cH:3][c:4]([NH:10][c:11]2[n:12][cH:13][c:14]([N:17]3[CH2:18][CH2:19][C:20]([CH3:23])([OH:24])[CH2:21][CH2:22]3)[cH:15][cH:16]2)[c:5](=[O:9])[n:6]([CH3:8])[n:7]1.[K+:66].[K+:67].[K+:68].[O:70]1[CH2:71][CH2:72][O:73][CH2:74][CH2:75]1.[OH2:69].[P:61]([O-:62])([O-:63])([O-:64])=[O:65]>>[c:2]1(-[c:35]2[c:30]([CH2:29][O:28][C:25]([CH3:26])=[O:27])[c:31](-[n:45]3[c:46](=[O:60])[c:47]4[c:48]([F:59])[cH:49][c:50]([C:55]([CH3:56])([CH3:57])[CH3:58])[cH:51][c:52]4[cH:53][n:54]3)[cH:32][cH:33][cH:34]2)[cH:3][c:4]([NH:10][c:11]2[n:12][cH:13][c:14]([N:17]3[CH2:18][CH2:19][C:20]([CH3:23])([OH:24])[CH2:21][CH2:22]3)[cH:15][cH:16]2)[c:5](=[O:9])[n:6]([CH3:8])[n:7]1. Reagents/catalysts: [Pd] (palladium). The solvent is ClCCl (dichloromethane). Reaction conditions: temperature 60 celsius. Reaction SMILES: Cl[C:2]1[N:7]=[N:6][C:5]([N:8]2[CH2:11][CH:10]([C:12]([NH:14][C:15]3[CH:20]=[CH:19][C:18]([C:21]4[CH:22]=[N:23][N:24]([CH2:26][C:27]([CH3:30])([CH3:29])[CH3:28])[CH:25]=4)=[CH:17][CH:16]=3)=[O:13])[CH2:9]2)=[CH:4][CH:3]=1.[Cl-].C[Zn+].[CH3:34]N1CCCC1>[Pd].ClCCl>[CH3:28][C:27]([CH3:30])([CH3:29])[CH2:26][N:24]1[CH:25]=[C:21]([C:18]2[CH:19]=[CH:20][C:15]([NH:14][C:12]([CH:10]3[CH2:11][N:8]([C:5]4[N:6]=[N:7][C:2]([CH3:34])=[CH:3][CH:4]=4)[CH2:9]3)=[O:13])=[CH:16][CH:17]=2)[CH:22]=[N:23]1 |f:1.2|. Product: CC(CN1N=CC(=C1)C1=CC=C(C=C1)NC(=O)C1CN(C1)C=1N=NC(=CC1)C)(C)C (N-{4-[1-(2,2-dimethylpropyl)-1H-pyrazol-4-yl]phenyl}-1-(6-methylpyridazin-3-yl)azetidine-3-carboxamide). The reactants are ClC1=CC=C(N=N1)N1CC(C1)C(=O)NC1=CC=C(C=C1)C=1C=NN(C1)CC(C)(C)C (1-(6-chloropyridazin-3-yl)-N-(4-(1-neopentyl-1H-pyrazol-4-yl)phenyl)azetidine-3-carboxamide), [Cl-].C[Zn+] (methylzinc(II) chloride), CN1CCCC1 (N-methylpyrrolidine). Procedure: To 1-(6-chloropyridazin-3-yl)-N-(4-(1-neopentyl-1H-pyrazol-4-yl)phenyl)azetidine-3-carboxamide (0.076 g, 0.179 mmol) was added methylzinc(II) chloride (2.0M in THF) (0.179 ml, 0.358 mmol) and 5 mg of palladium catalyst. The reaction mixture was heated to 60° C. and a thick precipitate developed. N-methylpyrrolidine (0.2 ml) was added and the mixture was heated to 85° C. for 2 hours. The mixture was diluted with dichloromethane and purified by normal phase chromatography to give the title compoun... Starting materials: NC(CC=1C(=NC(=NC1N(C)C)CC1=C(C=CC=C1)C1=CC(=CC2=CC=CC=C12)C(=O)N)Cl)=O (4-{([5-(2-amino-2-oxoethyl)-4-chloro-6-(dimethylamino)pyrimidin-2-yl]methyl}phenyl)-2-naphthamide), FC(C(=O)OC(C(F)(F)F)=O)(F)F (trifluoroacetic anhydride). Solvent: N1=CC=CC=C1 (pyridine). Reaction conditions: time 15 hour. Product: ClC1=NC(=NC(=C1CC#N)N(C)C)CC1=C(C=CC=C1)C1=CC(=CC2=CC=CC=C12)C(=O)N (4-{([4-chloro-5-(cyanomethyl)-6-(dimethylamino)pyrimidin-2-yl]methyl}phenyl)-2-naphthamide). The yield is 99.6%. As a reaction SMILES: [NH2:1][C:2](=O)[CH2:3][C:4]1[C:5]([Cl:33])=[N:6][C:7]([CH2:13][C:14]2[CH:19]=[CH:18][CH:17]=[CH:16][C:15]=2[C:20]2[C:29]3[C:24](=[CH:25][CH:26]=[CH:27][CH:28]=3)[CH:23]=[C:22]([C:30]([NH2:32])=[O:31])[CH:21]=2)=[N:8][C:9]=1[N:10]([CH3:12])[CH3:11].FC(F)(F)C(OC(=O)C(F)(F)F)=O>N1C=CC=CC=1>[Cl:33][C:5]1[C:4]([CH2:3][C:2]#[N:1])=[C:9]([N:10]([CH3:12])[CH3:11])[N:8]=[C:7]([CH2:13][C:14]2[CH:19]=[CH:18][CH:17]=[CH:16][C:15]=2[C:20]2[C:29]3[C:24](=[CH:25][CH:26]=[CH:27][CH:28]=3)[CH:23]=[C:22]([C:30]([NH2:32])=[O:31])[CH:21]=2)[N:6]=1. Procedure details: To a solution of N-(4-{([5-(2-amino-2-oxoethyl)-4-chloro-6-(dimethylamino)pyrimidin-2-yl]methyl}phenyl)-2-naphthamide (0.360 g, 0.76 mmol) in pyridine (15 mL) at rt was added trifluoroacetic anhydride (0.161 mL, 1.14 mmol) dropwise and the resulting reaction mixture was stirred at room temperature for 15 hours. The volatiles were removed in vacuo and the remaining residue was partitioned between EtOAc and saturated aqueous ammonium chloride solution. The separated organic layer was washed with b... Reactants: C1(=CC=CC=C1)S(=O)(=O)N1C=CC2=C1N=CN=C2C=2C(=C(C=CC2)NC(C2=CC=C(C=C2)C(C)(C)C)=O)C (N-[3-(7-Benzenesulfonyl-7H-pyrrolo[2,3-d]pyrimidin-4-yl)-2-methyl-phenyl]-4-tert-butyl-benzamide), [Li+].CC(C)[N-]C(C)C (LDA), BrC(C(Br)(Cl)Cl)(Cl)Cl (1,2-dibromo-tetrachloroethane). Solvent: C1CCOC1 (THF), C1CCOC1 (THF). Reaction conditions: temperature -78 celsius, time 1.5 hour. Product: C1(=CC=CC=C1)S(=O)(=O)N1C(=CC2=C1N=CN=C2C=2C(=C(C=CC2)NC(C2=CC=C(C=C2)C(C)(C)C)=O)C)Br (N-[3-(7-Benzenesulfonyl-6-bromo-7H-pyrrolo[2,3-d]pyrimidin-4-yl)-2-methyl-phenyl]-4-tert-butyl-benzamide). RXN SMILES: [C:1]1([S:7]([N:10]2[C:14]3[N:15]=[CH:16][N:17]=[C:18]([C:19]4[C:20]([CH3:38])=[C:21]([NH:25][C:26](=[O:37])[C:27]5[CH:32]=[CH:31][C:30]([C:33]([CH3:36])([CH3:35])[CH3:34])=[CH:29][CH:28]=5)[CH:22]=[CH:23][CH:24]=4)[C:13]=3[CH:12]=[CH:11]2)(=[O:9])=[O:8])[CH:6]=[CH:5][CH:4]=[CH:3][CH:2]=1.[Li+].CC([N-]C(C)C)C.[Br:47]C(Cl)(Cl)C(Cl)(Cl)Br>C1COCC1>[C:1]1([S:7]([N:10]2[C:14]3[N:15]=[CH:16][N:17]=[C:18]([C:19]4[C:20]([CH3:38])=[C:21]([NH:25][C:26](=[O:37])[C:27]5[CH:28]=[CH:29][C:30]([C:33]([CH3:34])([CH3:35])[CH3:36])=[CH:31][CH:32]=5)[CH:22]=[CH:23][CH:24]=4)[C:13]=3[CH:12]=[C:11]2[Br:47])(=[O:9])=[O:8])[CH:6]=[CH:5][CH:4]=[CH:3][CH:2]=1 |f:1.2|. Procedure details: To a solution of Intermediate 52 (4.26 g, 8.12 mmol) in THF (150 ml) at −78° C. was added LDA (1.5 M in THF, 16.24 ml, 24.36 mmol) slowly. The resulting mixture was stirred for 1.5 hrs at −78° C. before adding a solution of 1,2-dibromo-tetrachloroethane (3.97 g, 12.18 mmol) in THF (1 ml). Stirring was continued at −78° C. for 2 hrs, then the reaction mixture was quenched by addition of sat. aqueous NH4Cl solution and warmed up to r.t. The mixture was extracted with EtOAc and the organic layer wa... The reactants are BrC=1C=C(C=C(C1OCC1=CC(=CC=C1)[N+](=O)[O-])Br)CCC(=O)O (3-[3,5-dibromo-4-(3-nitrobenzyloxy)phenyl]propionic acid), [O-]S(=O)S(=O)[O-].[Na+].[Na+] (Na2S2O4). The solvent is C(C)O (ethanol). Reaction conditions: temperature 70 celsius. Product: BrC=1C=C(C=C(C1OCC1=CC(=CC=C1)N)Br)CCC(=O)O (3-[3,5-dibromo-4-(3-amino-benzyloxy)phenyl]propionic acid). Yield: 29.1%. As a reaction SMILES: [Br:1][C:2]1[CH:3]=[C:4]([CH2:20][CH2:21][C:22]([OH:24])=[O:23])[CH:5]=[C:6]([Br:19])[C:7]=1[O:8][CH2:9][C:10]1[CH:15]=[CH:14][CH:13]=[C:12]([N+:16]([O-])=O)[CH:11]=1.[O-]S(S([O-])=O)=O.[Na+].[Na+]>C(O)C>[Br:1][C:2]1[CH:3]=[C:4]([CH2:20][CH2:21][C:22]([OH:24])=[O:23])[CH:5]=[C:6]([Br:19])[C:7]=1[O:8][CH2:9][C:10]1[CH:15]=[CH:14][CH:13]=[C:12]([NH2:16])[CH:11]=1 |f:1.2.3|. Reported procedure: A mixture of 3-[3,5-dibromo-4-(3-nitrobenzyloxy)phenyl]propionic acid (0.66 g, 1.44 mmol) and Na2S2O4 (2.0 g, 11.5 mmol) in ethanol (50 mL, 90%) was stirred at 70° C. over night. The reaction mixture was concentrated and purified on column (silica gel, chloroform/methanol, 9:1), to give 0.18 g (29%) of 3-[3,5-dibromo-4-(3-amino-benzyloxy)phenyl]propionic acid. MS: m/z 429.1 (M+−1).